From a dataset of the Open Reaction Database (ORD), a public repository of structured organic reaction records. describe an organic reaction: reactants, conditions, products, and yield The reactants are CCOC(C)=O, [Cl-], CN(CCO)c1c(S(=O)(=O)C(F)(F)F)c(C#N)nn1-c1c(Cl)cc(C(F)(F)F)cc1Cl, [H-], [NH4+], [Na+], C1CCOC1, Cc1ccc(S(=O)(=O)Cl)cc1. Yields the product Cc1ccc(S(=O)(=O)OCCN(C)c2c(S(=O)(=O)C(F)(F)F)c(C#N)nn2-c2c(Cl)cc(C(F)(F)F)cc2Cl)cc1. Reaction SMILES: [CH3:52][CH2:53][O:54][C:55](=[O:56])[CH3:57].[Cl-:45].[Cl:1][c:2]1[c:3](-[n:13]2[n:14][c:15]([C:30]#[N:31])[c:16]([S:23](=[O:24])(=[O:25])[C:26]([F:27])([F:28])[F:29])[c:17]2[N:18]([CH3:19])[CH2:20][CH2:21][OH:22])[c:4]([Cl:12])[cH:5][c:6]([C:8]([F:9])([F:10])[F:11])[cH:7]1.[H-:32].[NH4+:46].[Na+:33].[O:47]1[CH2:48][CH2:49][CH2:50][CH2:51]1.[c:34]1([CH3:44])[cH:35][cH:36][c:37]([S:40](=[O:41])(=[O:42])[Cl:43])[cH:38][cH:39]1>>[Cl:1][c:2]1[c:3](-[n:13]2[n:14][c:15]([C:30]#[N:31])[c:16]([S:23](=[O:24])(=[O:25])[C:26]([F:27])([F:28])[F:29])[c:17]2[N:18]([CH3:19])[CH2:20][CH2:21][O:22][S:40]([c:37]2[cH:36][cH:35][c:34]([CH3:44])[cH:39][cH:38]2)(=[O:41])=[O:42])[c:4]([Cl:12])[cH:5][c:6]([C:8]([F:9])([F:10])[F:11])[cH:7]1. The reactants are ClC1=C(N)C(=CC(=C1)C(F)(F)F)Cl (2,6-Dichloro-4-trifluoromethylaniline), ClC=1C=C(C=C(C1Cl)Cl)C(F)(F)F (3,4,5-trichloro-benzotrifluoride), fluorides, [F-].[Li+] (lithium fluoride), N (ammonia), ClC=1C=C(C=C(C1Cl)Cl)C(F)(F)F (3,4,5-trichlorobenzotrifluoride). Run in CN1C(CCC1)=O (N-methylpyrrolidone). Product: ClC1=CC=C(C=C1)C(F)(F)F (p-chlorobenzotrifluoride). As a reaction SMILES: ClC1C=C(C(F)(F)F)C=C(Cl)C=1N.Cl[C:15]1[CH:16]=[C:17]([C:23]([F:26])([F:25])[F:24])[CH:18]=[C:19](Cl)[C:20]=1[Cl:21].[F-].[Li+].N>CN1CCCC1=O>[Cl:21][C:20]1[CH:15]=[CH:16][C:17]([C:23]([F:24])([F:25])[F:26])=[CH:18][CH:19]=1 |f:2.3|. Procedure details: WO00/35851/2000 talks about synthesis of 2,6-Dichloro-4-trifluoromethylaniline starting from 3,4,5-trichloro-benzotrifluoride in the presence of alkaline fluorides like lithium fluoride and ammonia in the presence of N-methylpyrrolidone at 250° C. to give 97% conversion and 87% selectivity. The main drawback of the above process is the synthesis of 3,4,5-trichlorobenzotrifluoride in high yield and purity. Chlorination of p-chlorobenzotrifluoride gives a mixture of 3,4,5-trichlorobenzotrifluoride...